From a dataset of the Open Reaction Database (ORD), a public repository of structured organic reaction records. describe an organic reaction: reactants, conditions, products, and yield The reactants are C(C(=C)C)(=O)OC1(C2CC3CC(CC1C3)C2)CC (2-ethyl-2-adamantyl methacrylate), C(C)(=O)OC1=CC=C(C=C)C=C1 (p-acetoxystyrene), C(C)(C)O (isopropanol), N(=NC(C(=O)OC)(C)C)C(C(=O)OC)(C)C (dimethyl 2,2′-azobis(2-methylpropionate)), C(C)(C)O (isopropanol). The solvent is CO (methanol), CC(=O)C (acetone). Run at temperature 75 celsius, time 12 hour. The product is C(C(=C)C)(=O)OC1(C2CC3CC(CC1C3)C2)CC.C(C)(=O)OC1=CC=C(C=C)C=C1 (2-ethyl-2-adamantyl Methacrylate p-acetoxystyrene). As a reaction SMILES: [C:1]([O:6][C:7]1([CH2:17][CH3:18])[CH:14]2[CH2:15][CH:10]3[CH2:11][CH:12]([CH2:16][CH:8]1[CH2:9]3)[CH2:13]2)(=[O:5])[C:2]([CH3:4])=[CH2:3].[C:19]([O:22][C:23]1[CH:30]=[CH:29][C:26]([CH:27]=[CH2:28])=[CH:25][CH:24]=1)(=[O:21])[CH3:20].C(O)(C)C.N(C(C)(C)C(OC)=O)=NC(C)(C)C(OC)=O>CC(C)=O.CO>[C:1]([O:6][C:7]1([CH2:17][CH3:18])[CH:8]2[CH2:16][CH:12]3[CH2:11][CH:10]([CH2:15][CH:14]1[CH2:13]3)[CH2:9]2)(=[O:5])[C:2]([CH3:4])=[CH2:3].[C:19]([O:22][C:23]1[CH:30]=[CH:29][C:26]([CH:27]=[CH2:28])=[CH:25][CH:24]=1)(=[O:21])[CH3:20] |f:6.7|. Procedure details: A flask was charged with 39.7 g (0.16 mol) of 2-ethyl-2-adamantyl methacrylate, 103.8 g (0.64 mol) of p-acetoxystyrene and 265 g of isopropanol, and the mixture was heated to 75° C. under the nitrogen atmosphere. To the obtained solution was dropped a solution prepared by dissolving 11.05 g (0.048 mol) of dimethyl 2,2′-azobis(2-methylpropionate) into 22.11 g of isopropanol. After keeping the solution for about 0.3 hour at a temperature of 75° C. and then with stirring for 12 hours, the solution ... The reactants are COCCC(=O)N1CCNCC1 (1-(3-methoxypropionyl) piperazine), ClC1=NC2=CC(=C(C=C2C(=N1)N)OC)OC (2-chloro-4-amino-6,7-dimethoxyquinazoline). Conditions: time 6 hour. Product: NC1=NC(=NC2=CC(=C(C=C12)OC)OC)N1CCN(CC1)C(CCOC)=O (1-(4-amino-6,7-dimethoxy-2-quinazolinyl)-4-(3-methoxypropionyl) piperazine). Reaction SMILES: [CH3:1][O:2][CH2:3][CH2:4][C:5]([N:7]1[CH2:12][CH2:11][NH:10][CH2:9][CH2:8]1)=[O:6].Cl[C:14]1[N:23]=[C:22]([NH2:24])[C:21]2[C:16](=[CH:17][C:18]([O:27][CH3:28])=[C:19]([O:25][CH3:26])[CH:20]=2)[N:15]=1>>[NH2:24][C:22]1[C:21]2[C:16](=[CH:17][C:18]([O:27][CH3:28])=[C:19]([O:25][CH3:26])[CH:20]=2)[N:15]=[C:14]([N:10]2[CH2:9][CH2:8][N:7]([C:5](=[O:6])[CH2:4][CH2:3][O:2][CH3:1])[CH2:12][CH2:11]2)[N:23]=1. Reported procedure: A mixture of 1-(3-methoxypropionyl) piperazine (6.4 g) and 2-chloro-4-amino-6,7-dimethoxyquinazoline (8.9 g) in 100 ml of isoamylalchohol is refluxed with stirring for 6 hours. The reaction mixture is cooled at room temperature for 12 hours. The crystallized product is separated and wet recrystallized by dissolving in warm methanol, with the subsequent addition of ether to the beginning of turbidity. The yield is 13.4 g of the title compound in the form of a hydrochloride monohydrate, which melt... Starting materials: Cc2ccc(B1OCC(C)(C)CO1)cc2 (effective_coupling_partner), COc2cccc(c1ccccc1)c2 (substrate). The reagents and catalysts are ICy. Reaction conditions: temperature 120 celsius, time 12 hour. Product: Cc3ccc(c2cccc(c1ccccc1)c2)cc3. The reactants are NC1=CC=C(C=C1)C=1C(CC(NN1)=O)C (6-(p-aminophenyl)-4,5-dihydro-5-methyl-3(2H)-pyridazinone), ClC1(C(C1)C(=O)Cl)Cl (2,2-dichlorocyclopropanecarboxylic acid chloride). The solvent is O1CCCC1 (tetrahydrofuran), O1CCCC1 (tetrahydrofuran). Run at temperature 60 celsius. The product is ClC1(C(C1)C(=O)NC1=CC=C(C=C1)C=1C(CC(NN1)=O)C)Cl (6-[p-(2,2-dichlorocyclopropylcarbonylamino)-phenyl]-4,5-dihydro-5-methyl-3(2H)-pyridazinone). Yield: 59.7%. RXN SMILES: [NH2:1][C:2]1[CH:7]=[CH:6][C:5]([C:8]2[CH:9]([CH3:15])[CH2:10][C:11](=[O:14])[NH:12][N:13]=2)=[CH:4][CH:3]=1.[Cl:16][C:17]1([Cl:23])[CH2:19][CH:18]1[C:20](Cl)=[O:21]>O1CCCC1>[Cl:16][C:17]1([Cl:23])[CH2:19][CH:18]1[C:20]([NH:1][C:2]1[CH:7]=[CH:6][C:5]([C:8]2[CH:9]([CH3:15])[CH2:10][C:11](=[O:14])[NH:12][N:13]=2)=[CH:4][CH:3]=1)=[O:21]. Reported procedure: 5.0 g (24.6 millimoles) of 6-(p-aminophenyl)-4,5-dihydro-5-methyl-3(2H)-pyridazinone are dissolved in 100 ml of absolute tetrahydrofuran by stirring and heating to 60° C. The solution is allowed to cool to room temperature, 5.15 g (29.7 millimoles) of 2,2-dichlorocyclopropanecarboxylic acid chloride, dissolved in 10 ml of absolute tetrahydrofuran, are added dropwise and the mixture is then stirred for 6 hours under reflux. Thereafter it is concentrated to about 50 ml and the product is filtered ... Run at temperature 50 celsius. Reactants: product, OO (hydrogen peroxide), peroxide, O1C=C1CCCCCCCCCC (1,2-epoxydodecene), N1CCOCC1 (morpholine). As a reaction SMILES: [O:1]1[C:3]([CH2:4][CH2:5][CH2:6][CH2:7][CH2:8][CH2:9][CH2:10][CH2:11][CH2:12][CH3:13])=[CH:2]1.[NH:14]1[CH2:19][CH2:18][O:17][CH2:16][CH2:15]1.[OH:20]O>[Pt].CO>[OH:1][CH:3]([CH2:4][CH2:5][CH2:6][CH2:7][CH2:8][CH2:9][CH2:10][CH2:11][CH2:12][CH3:13])[CH2:2][N+:14]1([O-:20])[CH2:19][CH2:18][O:17][CH2:16][CH2:15]1. Procedure: 20 grams of 1,2-epoxydodecene (b.p. 97°-98° C. at 3.5 mm Hg A) is heated with 9.7 grams of morpholine at 100° C. in a sealed container for 16 hours. The resulting mixture is then fractionally distilled and the product is collected at a temperature of 119° C. and a pressure of 0.05 mm Hg A. 23.4 grams of N-2-hydroxydodecyl-morpholine having an equivalent weight of 273, by titration (as compared to the calculated equivalent weight of 271 for this compound) are obtained. This product (23.4 grams) i... Reagents/catalysts: [Pt] (platinum black). Solvent: CO (methanol). The product is OC(C[N+]1(CCOCC1)[O-])CCCCCCCCCC (N-2-hydroxydodecyl-morpholine N-oxide). Starting materials: Cl.Cl.NC1=C(C(=N)N)C=CC=C1 (2-Aminobenzamidine dihydrochloride), C(C1=CC=CC=C1)=O (benzaldehyde). The solvent is C(C)O (ethanol). The product is Cl.C1(=CC=CC=C1)C1NC2=CC=CC=C2C(=N1)N (1,2-Dihydro-2-phenyl-4-quinazolinamine hydrochloride). Isolated yield 52.1%. As a reaction SMILES: [ClH:1].Cl.[NH2:3][C:4]1[CH:12]=[CH:11][CH:10]=[CH:9][C:5]=1[C:6]([NH2:8])=[NH:7].[CH:13](=O)[C:14]1[CH:19]=[CH:18][CH:17]=[CH:16][CH:15]=1>C(O)C>[ClH:1].[C:14]1([CH:13]2[N:7]=[C:6]([NH2:8])[C:5]3[C:4](=[CH:12][CH:11]=[CH:10][CH:9]=3)[NH:3]2)[CH:19]=[CH:18][CH:17]=[CH:16][CH:15]=1 |f:0.1.2,5.6|. Procedure details: A solution of 2-aminobenzamidine dihydrochloride (Example A) (1.0 g, 4.8 mmol) and benzaldehyde (0.48 ml, 5.8 mmol) in ethanol (30 ml) was heated at reflux for 2 hours. The solution was cooled and the solvent evaporated to give an oil which was purified by flash chromatography on aluminium oxide (Brockman 1, activated neutral) using dichloromethane/methanol as eluant to give a solid which was recrystallised from isopropyl alcohol to afford the title compound as a solid (0.65 g), m.p. 212°-214° C... Starting materials: O=C1CC(C(=O)OCC2c3ccccc3-c3ccccc32)C(=O)N1, CC(C)=O, Cl, COc1ccc(C(=O)O)cc1N, [Na+], O=C([O-])O. Yields the product COc1ccc(C(=O)O)cc1NC(=O)OCC1c2ccccc2-c2ccccc21. As a reaction SMILES: [C:13](=[O:14])([O:15][CH2:16][CH:17]1[c:18]2[cH:19][cH:20][cH:21][cH:22][c:23]2-[c:24]2[cH:25][cH:26][cH:27][cH:28][c:29]21)[CH:30]1[CH2:31][C:32](=[O:33])[NH:34][C:35]1=[O:36].[CH3:38][C:39](=[O:40])[CH3:41].[ClH:37].[NH2:1][c:2]1[cH:3][c:4]([C:5](=[O:6])[OH:7])[cH:8][cH:9][c:10]1[O:11][CH3:12].[Na+:46].[O-:42][C:43]([OH:44])=[O:45]>>[NH:1]([c:2]1[cH:3][c:4]([C:5](=[O:6])[OH:7])[cH:8][cH:9][c:10]1[O:11][CH3:12])[C:13](=[O:14])[O:15][CH2:16][CH:17]1[c:18]2[cH:19][cH:20][cH:21][cH:22][c:23]2-[c:24]2[cH:25][cH:26][cH:27][cH:28][c:29]21.